The task is: describe an organic reaction: reactants, conditions, products, and yield. This data is from the Open Reaction Database (ORD), a public repository of structured organic reaction records. The reactants are Br.C(C)OC(=O)[C@H]1CN(CCC1)CCBr ((R)-1-(2-bromoethyl)-3-piperidinecarboxylic acid ethyl ester hydrobromide), C(C(O)C(O)C(=O)O)(=O)O (tartaric acid), [H-].[Na+] (Sodium hydride), OC=1C=C(C=CC1)C1=CC=CC=C1 (3-hydroxybiphenyl). Run in O (water), O (Water), C1(=CC=CC=C1)C (toluene), C(C)(=O)OCC (ethyl acetate). Conditions: time 30 minute. Yields the product C(C)OC(=O)[C@H]1CN(CCC1)CCOC1=CC(=CC=C1)C1=CC=CC=C1 ((R)-1-(2-(3-Phenylphenoxy)ethyl)-3-piperidinecarboxylic acid ethyl ester). Isolated yield 73.2%. RXN SMILES: [H-].[Na+].[OH:3][C:4]1[CH:5]=[C:6]([C:10]2[CH:15]=[CH:14][CH:13]=[CH:12][CH:11]=2)[CH:7]=[CH:8][CH:9]=1.Br.[CH2:17]([O:19][C:20]([C@@H:22]1[CH2:27][CH2:26][CH2:25][N:24]([CH2:28][CH2:29]Br)[CH2:23]1)=[O:21])[CH3:18].C(O)(=O)C(C(C(O)=O)O)O>C1(C)C=CC=CC=1.C(OCC)(=O)C.O>[CH2:17]([O:19][C:20]([C@@H:22]1[CH2:27][CH2:26][CH2:25][N:24]([CH2:28][CH2:29][O:3][C:4]2[CH:9]=[CH:8][CH:7]=[C:6]([C:10]3[CH:11]=[CH:12][CH:13]=[CH:14][CH:15]=3)[CH:5]=2)[CH2:23]1)=[O:21])[CH3:18] |f:0.1,3.4|. Procedure: Sodium hydride (0.46 g, 11.6 mmol, 60% oil dispersion) was added portionwise to a stirred solution of 3-hydroxybiphenyl (0.99 g, 5,8 mmol) in toluene (30 ml) placed under an atmosphere of nitrogen. The mixture was stirred for 30 minutes and (R)-1-(2-bromoethyl)-3-piperidinecarboxylic acid ethyl ester hydrobromide (2.0 g, 5.8 mmol, EP 374801) was added portionwise. The reaction mixture was stirred overnight at ambient temperature and water was added (50 ml). The phases were separated and the aque... The reactants are S(O)(O)(=O)=O (sulfuric acid), Cl (Hydrochloric acid), C(C1=CC=CC=C1)N1CC(CC1=O)(C(=O)O)C(N(CC1=CC=CC=C1)CC1=CC=CC=C1)=O (1-Benzyl-3-(N,N-dibenzylcarbamoyl)-5-oxopyrrolidine-3-carboxylic acid), [BH4-].[Na+] (sodium borohydride). The solvent is O1CCCC1 (tetrahydrofuran), O1CCCC1 (tetrahydrofuran). Yields the product C(C1=CC=CC=C1)N1CC(CC1)(CO)CN(CC1=CC=CC=C1)CC1=CC=CC=C1 (1-Benzyl-3-dibenzylaminomethyl-3-hydroxymethylpyrrolidine). Isolated yield 80.2%. RXN SMILES: [CH2:1]([N:8]1[C:12](=O)[CH2:11][C:10]([C:17](=O)[N:18]([CH2:26][C:27]2[CH:32]=[CH:31][CH:30]=[CH:29][CH:28]=2)[CH2:19][C:20]2[CH:25]=[CH:24][CH:23]=[CH:22][CH:21]=2)([C:14](O)=[O:15])[CH2:9]1)[C:2]1[CH:7]=[CH:6][CH:5]=[CH:4][CH:3]=1.[BH4-].[Na+].S(=O)(=O)(O)O.Cl>O1CCCC1>[CH2:1]([N:8]1[CH2:12][CH2:11][C:10]([CH2:17][N:18]([CH2:19][C:20]2[CH:21]=[CH:22][CH:23]=[CH:24][CH:25]=2)[CH2:26][C:27]2[CH:28]=[CH:29][CH:30]=[CH:31][CH:32]=2)([CH2:14][OH:15])[CH2:9]1)[C:2]1[CH:3]=[CH:4][CH:5]=[CH:6][CH:7]=1 |f:1.2|. Procedure: 1-Benzyl-3-(N,N-dibenzylcarbamoyl)-5-oxopyrrolidine-3-carboxylic acid (124 g) was dissolved in tetrahydrofuran (1.1 l) and sodium borohydride (79.7 g) was added over 15 minutes under ice-cooling. A solution of sulfuric acid (56 ml) in tetrahydrofuran (560 ml) was added over 1 hour under ice-cooling, and the mixture was refluxed for 3 hours. 3N Hydrochloric acid (500 ml) was added under ice-cooling and the mixture was refluxed for 2.5 hours. After concentration, water (1 l) was added and the resu... Starting materials: FC(C(=O)N1CC(C1)CC1=C(C=CC=C1)OC)(F)F (2,2,2-trifluoro-1-[3-(2-methoxy-benzyl)-azetidin-1-yl]-ethanone), [Na+].[Br-] (NaBr), S(=O)(=O)([O-])S(=O)[O-].[Na+].[Na+] (sodium metabisulfite), OOS(=O)[O-].[K+] (Oxone). The solvent is CC(=O)C (acetone), O (water), CCOC(=O)C (EtOAc). Reaction conditions: time 5 hour. The product is BrC=1C=CC(=C(CC2CN(C2)C(C(F)(F)F)=O)C1)OC (1-[3-(5-Bromo-2-methoxy-benzyl)-azetidin-1-yl]-2,2,2-trifluoro-ethanone). The yield is 53.5%. RXN SMILES: [F:1][C:2]([F:19])([F:18])[C:3]([N:5]1[CH2:8][CH:7]([CH2:9][C:10]2[CH:15]=[CH:14][CH:13]=[CH:12][C:11]=2[O:16][CH3:17])[CH2:6]1)=[O:4].[Na+].[Br-:21].OOS([O-])=O.[K+].S(S([O-])=O)([O-])(=O)=O.[Na+].[Na+]>CC(C)=O.O.CCOC(C)=O>[Br:21][C:14]1[CH:13]=[CH:12][C:11]([O:16][CH3:17])=[C:10]([CH:15]=1)[CH2:9][CH:7]1[CH2:6][N:5]([C:3](=[O:4])[C:2]([F:1])([F:18])[F:19])[CH2:8]1 |f:1.2,3.4,5.6.7|. Reported procedure: To a solution of 2,2,2-trifluoro-1-[3-(2-methoxy-benzyl)-azetidin-1-yl]-ethanone (95 mg, 0.35 mmol) in acetone (2 mL) and water (2 mL) was added NaBr (143 mg, 1.40 mmol) followed by Oxone (210 mg, 0.35 mmol). After 5 h, 10% sodium metabisulfite solution was added. After 1 h, EtOAc was added and the aqueous portion extracted twice with EtOAc. The combined organics were dried (Na2SO4) and concentrated. The crude product was purified by RP HPLC (basic conditions) to provide the title compound (66 m... The reactants are CCN(C(C)C)C(C)C, CCOC(=O)C(C)(C)N, CN(C)C=O, Cl, O, O=C(O)c1nc2ccc(OCCCN3CCC(OC(c4ccccc4)c4ccccc4)CC3)nn2n1. Yields the product CCOC(=O)C(C)(C)NC(=O)c1nc2ccc(OCCCN3CCC(OC(c4ccccc4)c4ccccc4)CC3)nn2n1. RXN SMILES: [CH2:37]([N:38]([CH:39]([CH3:40])[CH3:41])[CH:42]([CH3:43])[CH3:44])[CH3:45].[CH2:47]([CH3:48])[O:49][C:50]([C:51]([CH3:52])([CH3:53])[NH2:54])=[O:55].[CH3:57][N:58]([CH3:59])[CH:60]=[O:61].[ClH:46].[OH2:56].[c:1]1([CH:7]([O:8][CH:9]2[CH2:10][CH2:11][N:12]([CH2:15][CH2:16][CH2:17][O:18][c:19]3[cH:20][cH:21][c:22]4[n:23]([n:24]3)[n:25][c:26]([C:28](=[O:29])[OH:30])[n:27]4)[CH2:13][CH2:14]2)[c:31]2[cH:32][cH:33][cH:34][cH:35][cH:36]2)[cH:2][cH:3][cH:4][cH:5][cH:6]1>>[c:1]1([CH:7]([O:8][CH:9]2[CH2:10][CH2:11][N:12]([CH2:15][CH2:16][CH2:17][O:18][c:19]3[cH:20][cH:21][c:22]4[n:23]([n:24]3)[n:25][c:26]([C:28](=[O:29])[NH:54][C:51]([C:50]([O:49][CH2:47][CH3:48])=[O:55])([CH3:52])[CH3:53])[n:27]4)[CH2:13][CH2:14]2)[c:31]2[cH:32][cH:33][cH:34][cH:35][cH:36]2)[cH:2][cH:3][cH:4][cH:5][cH:6]1. Starting materials: BrCCOCCBr (bis(2-bromoethyl)ether), COC(CC1=CC(=CC=C1)Br)=O ((3-bromo-phenyl)-acetic acid methyl ester), [H-].[Na+] (sodium hydride). Run in CN(C=O)C (N,N-dimethylformamide), CN(C)C=O (N,N′-dimethylformamide), CN(C)C=O (N,N′-dimethylformamide). Reaction conditions: time 20 minute. The product is COC(=O)C1(CCOCC1)C1=CC(=CC=C1)Br (4-(3-bromo-phenyl)-tetrahydro-pyran-4-carboxylic acid methyl ester). Yield: 77.8%. Reaction SMILES: [CH3:1][O:2][C:3](=[O:12])[CH2:4][C:5]1[CH:10]=[CH:9][CH:8]=[C:7]([Br:11])[CH:6]=1.[H-].[Na+].Br[CH2:16][CH2:17][O:18][CH2:19][CH2:20]Br>CN(C=O)C>[CH3:1][O:2][C:3]([C:4]1([C:5]2[CH:10]=[CH:9][CH:8]=[C:7]([Br:11])[CH:6]=2)[CH2:20][CH2:19][O:18][CH2:17][CH2:16]1)=[O:12] |f:1.2|. Procedure: A solution of (3-bromo-phenyl)-acetic acid methyl ester (0.6 g, 2.62 mmol) in dry N,N′-dimethylformamide is added to a stirred suspension of sodium hydride (60% in mineral oil, 0.26 g, 6.55 mmol) in dry N,N′-dimethylformamide at 0° C. and stirring is continued for 20 minutes. A solution of bis(2-bromoethyl)ether (0.39 mL, 3.14 mmol) in N,N-dimethylformamide is added drop-wise and the reaction mixture is stirred overnight, while warming to room temperature. The reaction is quenched with water, ex... The reactants are C1(=CCCCC1)C(C(C)=O)(C)O (3-cyclohex-1-enyl-3-hydroxy-butan-2-one), COC(C(OC)(OC)OC)=O (trimethoxy-acetic acid methyl ester), [H-].[Na+] (sodium hydride). The solvent is C1CCOC1 (THF), C1CCOC1 (THF). Reaction conditions: temperature 65 celsius. The product is C1(=CCCCC1)C1(C(C=C(O1)C(=O)O)=O)C (5-Cyclohex-1-enyl-5-methyl-4-oxo-4,5-dihydro-furan-2-carboxylic acid). Reaction SMILES: [C:1]1([C:7]([OH:12])([CH3:11])[C:8](=[O:10])[CH3:9])[CH2:6][CH2:5][CH2:4][CH2:3][CH:2]=1.C[O:14][C:15](=[O:23])[C:16](OC)(OC)OC.[H-].[Na+]>C1COCC1>[C:1]1([C:7]2([CH3:11])[O:12][C:16]([C:15]([OH:23])=[O:14])=[CH:9][C:8]2=[O:10])[CH2:6][CH2:5][CH2:4][CH2:3][CH:2]=1 |f:2.3|. Procedure: To an oven-dried 10 mL vial was added 3-cyclohex-1-enyl-3-hydroxy-butan-2-one (0.80 g, 4.80 mmol), THF (4 mL) and trimethoxy-acetic acid methyl ester (0.94 g, 5.76 mmol). The vial was capped with a septum and flushed with Ar. In a dried round-bottom flask with stirring bar was added sodium hydride (60% dispersion in mineral oil, 0.57 g, 14.4 mmol) and THF (20 mL). The flask was capped with a septum and flushed with Ar. The contents of the vial were added dropwise via syringe to the round-bottom ... Starting materials: C(C)(C)(C)OC(=O)N[C@@H]1CNCC1 ((S)-(−)-3-(t-butoxycarbonylamino)pyrrolidine), CS(=O)(=O)Cl (methanesulfonyl chloride), NC[C@H]1N(CCC1)CC ((S)-(−)-2-aminomethyl-1-ethylpyrrolidine), C(C)=O (acetaldehyde). Yields the product CS(=O)(=O)N1C[C@H](CC1)N ((3S)-1-(methylsulfonyl)pyrrolidin-3-amine). Reaction SMILES: C(OC([NH:8][C@H:9]1[CH2:13][CH2:12][NH:11][CH2:10]1)=O)(C)(C)C.[CH3:14][S:15](Cl)(=[O:17])=[O:16].NC[C@@H]1CCCN1CC.C(=O)C>>[CH3:14][S:15]([N:11]1[CH2:12][CH2:13][C@H:9]([NH2:8])[CH2:10]1)(=[O:17])=[O:16]. Reported procedure: By using (S)-(−)-3-(t-butoxycarbonylamino)pyrrolidine (2.0 g) and methanesulfonyl chloride (1 ml) as starting materials, the title compound (1.03 g) was obtained in the same manners as those of Reference Example 58, (1) and Reference Example 39, (2).